From a dataset of the Open Reaction Database (ORD), a public repository of structured organic reaction records. describe an organic reaction: reactants, conditions, products, and yield Reactants: N#CC1(c2cccc(C(=O)O)c2)CC1, Cc1ccccc1, CN(C)c1ccncc1, Nc1cccc(Oc2ccc3nc(NC(=O)C4CC4)oc3c2)c1, O=S(Cl)Cl, c1ccncc1. Product: N#CC1(c2cccc(C(=O)Nc3cccc(Oc4ccc5nc(NC(=O)C6CC6)oc5c4)c3)c2)CC1. RXN SMILES: [C:1](#[N:2])[C:3]1([c:6]2[cH:7][c:8]([C:9](=[O:10])[OH:11])[cH:12][cH:13][cH:14]2)[CH2:4][CH2:5]1.[CH3:19][c:20]1[cH:21][cH:22][cH:23][cH:24][cH:25]1.[CH3:49][N:50]([CH3:51])[c:52]1[cH:53][cH:54][n:55][cH:56][cH:57]1.[NH2:26][c:27]1[cH:28][c:29]([O:30][c:31]2[cH:32][c:33]3[c:34]([n:35][c:36]([NH:38][C:39](=[O:40])[CH:41]4[CH2:42][CH2:43]4)[o:37]3)[cH:44][cH:45]2)[cH:46][cH:47][cH:48]1.[S:15]([Cl:16])([Cl:17])=[O:18].[cH:58]1[cH:59][cH:60][n:61][cH:62][cH:63]1>>[C:1](#[N:2])[C:3]1([c:6]2[cH:7][c:8]([C:9](=[O:11])[NH:26][c:27]3[cH:28][c:29]([O:30][c:31]4[cH:32][c:33]5[c:34]([n:35][c:36]([NH:38][C:39](=[O:40])[CH:41]6[CH2:42][CH2:43]6)[o:37]5)[cH:44][cH:45]4)[cH:46][cH:47][cH:48]3)[cH:12][cH:13][cH:14]2)[CH2:4][CH2:5]1. Reactants: O=C([O-])[O-], CS(C)=O, CC(C)(C)CI, [K+], [K+], O=S1(=O)CCN2C=CC=C(c3ccc(O)cc3)C2=N1, O. Yields the product CC(C)(C)COc1ccc(C2=CC=CN3CCS(=O)(=O)N=C23)cc1. Reaction SMILES: [C:1](=[O:2])([O-:3])[O-:4].[CH3:33][S:34]([CH3:35])=[O:36].[I:7][CH2:8][C:9]([CH3:10])([CH3:11])[CH3:12].[K+:5].[K+:6].[O:13]=[S:14]1(=[O:31])[N:15]=[C:16]2[N:17]([CH2:18][CH2:19]1)[CH:20]=[CH:21][CH:22]=[C:23]2[c:24]1[cH:25][cH:26][c:27]([OH:30])[cH:28][cH:29]1.[OH2:32]>>[CH2:8]([C:9]([CH3:10])([CH3:11])[CH3:12])[O:30][c:27]1[cH:26][cH:25][c:24]([C:23]2=[CH:22][CH:21]=[CH:20][N:17]3[C:16]2=[N:15][S:14](=[O:13])(=[O:31])[CH2:19][CH2:18]3)[cH:29][cH:28]1. The reactants are BrC=1N=C(C(=NC1)N)OC (5-bromo-3-methoxy-2-pyrazinamine), ClC1=C(C=C(C=C1)Cl)S(=O)(=O)Cl (2,5-dichlorobenzenesulphonyl chloride). The product is BrC=1N=C(C(=NC1)NS(=O)(=O)C1=C(C=CC(=C1)Cl)Cl)OC (N-(5-Bromo-3-methoxy-2-pyrazinyl)-2,5-dichlorobenzenesulphonamide). Reaction SMILES: [Br:1][C:2]1[N:3]=[C:4]([O:9][CH3:10])[C:5]([NH2:8])=[N:6][CH:7]=1.[Cl:11][C:12]1[CH:17]=[CH:16][C:15]([Cl:18])=[CH:14][C:13]=1[S:19](Cl)(=[O:21])=[O:20]>>[Br:1][C:2]1[N:3]=[C:4]([O:9][CH3:10])[C:5]([NH:8][S:19]([C:13]2[CH:14]=[C:15]([Cl:18])[CH:16]=[CH:17][C:12]=2[Cl:11])(=[O:21])=[O:20])=[N:6][CH:7]=1. Procedure: Prepared by the method of Example 1 (reaction performed at room temperature) using 5-bromo-3-methoxy-2-pyrazinamine (0.2 g) and 2,5-dichlorobenzenesulphonyl chloride (0.24 g). Yield 0.14 g. As a reaction SMILES: Cl.Cl.[Br:3][C:4]1[C:5]([NH:17][CH3:18])=[C:6]([C:14]([NH2:16])=[O:15])[S:7][C:8]=1[C:9]1[CH:10]=[N:11][NH:12][CH:13]=1.C([O-])(O)=O.[Na+].[C:24]1(=O)[CH2:28][CH2:27][CH2:26][CH2:25]1.CC1C=CC(S(O)(=O)=O)=CC=1.[O-]S([O-])(=O)=O.[Mg+2]>CN(C=O)C.CCOC(C)=O>[Br:3][C:4]1[C:5]2[N:17]([CH3:18])[C:24]3([CH2:28][CH2:27][CH2:26][CH2:25]3)[NH:16][C:14](=[O:15])[C:6]=2[S:7][C:8]=1[C:9]1[CH:10]=[N:11][NH:12][CH:13]=1 |f:0.1.2,3.4,7.8|. Yield: 42.5%. Reported procedure: A mixture of 4-bromo-3-(methylamino)-5-(1H-pyrazol-4-yl)thiophene-2-carboxamide dihydrochloride (90 mg, 0.267 mmol), saturated aqueous NaHCO3 (50 mL) and EtOAc (50 mL) was shaken well. The organic layer was collected, dried over MgSO4, filtered and concentrated under reduced pressure. This residue was mixed with cyclopentanone (2.00 mL, 22.6 mmol), PTSA (5.1 mg, 0.027 mmol), MgSO4 (64.2 mg, 0.533 mmol) and DMF (2 mL). This mixture was stirred at 80° C. for 4 h. The mixture was poured into satura... Reactants: C1(CCCC1)=O (cyclopentanone), CC=1C=CC(=CC1)S(=O)(=O)O (PTSA), [O-]S(=O)(=O)[O-].[Mg+2] (MgSO4), Cl.Cl.BrC=1C(=C(SC1C=1C=NNC1)C(=O)N)NC (4-bromo-3-(methylamino)-5-(1H-pyrazol-4-yl)thiophene-2-carboxamide dihydrochloride), C(=O)(O)[O-].[Na+] (NaHCO3), C(=O)(O)[O-].[Na+] (NaHCO3). Product: BrC1=C(SC2=C1N(C1(NC2=O)CCCC1)C)C=1C=NNC1 (7′-bromo-1′-methyl-6′-(1H-pyrazol-4-yl)-1′H-spiro[cyclopentane-1,2′-thieno[3,2-d]pyrimidin]-4′(3′H)-one). The solvent is CN(C)C=O (DMF), CCOC(=O)C (EtOAc). Reactants: Cl, [Na+], O=C([O-])O, CC(C)(C)[Si](C)(C)OC1CC(C(=O)OC(C(=O)c2ccccc2)c2ccccc2)N(C(=O)OCc2ccccc2)C1. Yields the product O=C(c1ccccc1)C(OC(=O)C1CC(O)CN1C(=O)OCc1ccccc1)c1ccccc1. RXN SMILES: [ClH:42].[Na+:47].[O-:43][C:44]([OH:45])=[O:46].[O:1]=[C:2]([CH:3]([c:4]1[cH:5][cH:6][cH:7][cH:8][cH:9]1)[O:10][C:11]([CH:12]1[N:13]([C:25](=[O:26])[O:27][CH2:28][c:29]2[cH:30][cH:31][cH:32][cH:33][cH:34]2)[CH2:14][CH:15]([O:17][Si:18]([C:19]([CH3:20])([CH3:21])[CH3:22])([CH3:23])[CH3:24])[CH2:16]1)=[O:35])[c:36]1[cH:37][cH:38][cH:39][cH:40][cH:41]1>>[O:1]=[C:2]([CH:3]([c:4]1[cH:5][cH:6][cH:7][cH:8][cH:9]1)[O:10][C:11]([CH:12]1[N:13]([C:25](=[O:26])[O:27][CH2:28][c:29]2[cH:30][cH:31][cH:32][cH:33][cH:34]2)[CH2:14][CH:15]([OH:17])[CH2:16]1)=[O:35])[c:36]1[cH:37][cH:38][cH:39][cH:40][cH:41]1. The reactants are ice water, C(C)(C)N(CC)C(C)C (Diisopropylethylamine), C(C)(C)(C)C=1C=C(C=C(C1O)[N+](=O)[O-])C(C)=O (1-[3-(tert-butyl)-4-hydroxy-5-nitrophenyl]-1-ethanone), COCCl (chloromethyl methyl ether). The solvent is O1CCCC1 (tetrahydrofuran). Reaction conditions: time 30 minute. Yields the product C(C)(C)(C)C=1C=C(C=C(C1OCOC)[N+](=O)[O-])C(C)=O (1-[3-(tert-Butyl)-4-(methoxymethoxy)-5-nitrophenyl]-1-ethanone). Isolated yield 99.9%. Reaction SMILES: C(N(C(C)C)CC)(C)C.[C:10]([C:14]1[CH:15]=[C:16]([C:24](=[O:26])[CH3:25])[CH:17]=[C:18]([N+:21]([O-:23])=[O:22])[C:19]=1[OH:20])([CH3:13])([CH3:12])[CH3:11].[CH3:27][O:28][CH2:29]Cl>O1CCCC1>[C:10]([C:14]1[CH:15]=[C:16]([C:24](=[O:26])[CH3:25])[CH:17]=[C:18]([N+:21]([O-:23])=[O:22])[C:19]=1[O:20][CH2:27][O:28][CH3:29])([CH3:13])([CH3:11])[CH3:12]. Procedure: Diisopropylethylamine (65 ml, 373 mmol) was added to a solution of 1-[3-(tert-butyl)-4-hydroxy-5-nitrophenyl]-1-ethanone (58.6 g, 247 mmol) in tetrahydrofuran (350 ml) under a nitrogen atmosphere while cooling on ice, and then chloromethyl methyl ether (24.5 ml, 322 mmol) was added dropwise. After stirring at the same temperature for 30 minutes, ice water (250 ml) was added and extraction was performed twice with ethyl acetate. The organic layer was washed with 1 N hydrochloric acid water, water... Reactants: C(CCC)[Li] (n-butyllithium), C(C1=CC=CC=C1)=O (benzaldehyde), C(CCC)[Mg]Cl (n-Butylmagnesium chloride), resultant mixture, BrC=1C=NC=C(C1)Br (3,5-dibromopyridine). The solvent is O1CCCC1 (tetrahydrofuran), CCCCCC (hexane), O1CCCC1 (tetrahydrofuran), C(C)(=O)O (acetic acid). Reaction conditions: temperature 0 celsius, time 15 minute. Yields the product BrC=1C=C(C=NC1)C1(CO)CC=CC=C1 (1-(5-bromopyridin-3-yl)benzyl alcohol). Isolated yield 61.9%. Reaction SMILES: C([Mg]Cl)CCC.C([Li])CCC.Br[C:13]1[CH:14]=[N:15][CH:16]=[C:17]([Br:19])[CH:18]=1.[CH:20](=[O:27])[C:21]1[CH:26]=[CH:25][CH:24]=[CH:23][CH:22]=1>O1CCCC1.CCCCCC.C(O)(=O)C>[Br:19][C:17]1[CH:18]=[C:13]([C:21]2([CH:22]=[CH:23][CH:24]=[CH:25][CH2:26]2)[CH2:20][OH:27])[CH:14]=[N:15][CH:16]=1. Reported procedure: n-Butylmagnesium chloride (3.49 mmol) in 2.05M tetrahydrofuran solution (1.70 mL) was added to ice-cooled n-butyllithium (6.99 mmol) in 1.52M hexane (4.60 mL). The mixture was stirred at 0° C. for 15 minutes to give a suspension. The suspension was added to a tetrahydrofuran solution (25 mL) containing 3,5-dibromopyridine (2.37 g, 10.0 mmol) over a period of 10 minutes or more, while keeping the temperature below −5° C., to give an orange suspension. The suspension was stirred at −10° C. for one... Reactants: O=C1CS(=O)CN1CCCCBr, COc1ccccc1N1CCNCC1, CC#N, [I-], [K+], [K+], [Na+], O=C([O-])[O-]. The product is COc1ccccc1N1CCN(CCCCN2CS(=O)CC2=O)CC1. Reaction SMILES: [Br:1][CH2:2][CH2:3][CH2:4][CH2:5][N:6]1[CH2:7][S:8](=[O:12])[CH2:9][C:10]1=[O:11].[CH3:13][O:14][c:15]1[c:16]([N:21]2[CH2:22][CH2:23][NH:24][CH2:25][CH2:26]2)[cH:17][cH:18][cH:19][cH:20]1.[CH3:35][C:36]#[N:37].[I-:33].[K+:27].[K+:28].[Na+:34].[O-:29][C:30]([O-:31])=[O:32]>>[CH2:2]([CH2:3][CH2:4][CH2:5][N:6]1[CH2:7][S:8](=[O:12])[CH2:9][C:10]1=[O:11])[N:24]1[CH2:23][CH2:22][N:21]([c:16]2[c:15]([O:14][CH3:13])[cH:20][cH:19][cH:18][cH:17]2)[CH2:26][CH2:25]1. RXN SMILES: [CH3:11][C:12](=[O:13])[OH:14].[CH3:19][C:20]([O:21][C:22](=[O:23])[CH3:24])=[O:25].[CH3:26][CH2:27][O:28][C:29](=[O:30])[CH3:31].[F:1][CH2:2][CH2:3][CH2:4][c:5]1[cH:6][cH:7][cH:8][cH:9][cH:10]1.[OH:15][N+:16]([O-:17])=[O:18]>>[F:1][CH2:2][CH2:3][CH2:4][c:5]1[cH:6][cH:7][c:8]([N+:16](=[O:15])[O-:17])[cH:9][cH:10]1. The product is O=[N+]([O-])c1ccc(CCCF)cc1. Starting materials: CC(=O)O, CC(=O)OC(C)=O, CCOC(C)=O, FCCCc1ccccc1, O=[N+]([O-])O.